From a dataset of the Open Reaction Database (ORD), a public repository of structured organic reaction records. describe an organic reaction: reactants, conditions, products, and yield The reactants are [OH-].[Na+] (NaOH), ClC=1C(=CC2=C(NC(=N2)OC=2C=CC(=C(C(=O)OC)C2)C)C1)C1=CC=C(C=C1)C1=CC(=CC=C1)F (methyl 5-{[6-chloro-5-(3′-fluorobiphenyl-4-yl)-1H-benzimidazol-2-yl]oxy}-2-methylbenzoate). Solvent: CO (MeOH). Run at temperature 50 celsius, time 2 hour. Yields the product ClC=1C(=CC2=C(NC(=N2)OC=2C=CC(=C(C(=O)O)C2)C)C1)C1=CC=C(C=C1)C1=CC(=CC=C1)F (5-{[6-chloro-5-(3′-fluorobiphenyl-4-yl)-1H-benzimidazol-2-yl]oxy}-2-methylbenzoic acid). As a reaction SMILES: [OH-].[Na+].[Cl:3][C:4]1[C:5]([C:25]2[CH:30]=[CH:29][C:28]([C:31]3[CH:36]=[CH:35][CH:34]=[C:33]([F:37])[CH:32]=3)=[CH:27][CH:26]=2)=[CH:6][C:7]2[N:11]=[C:10]([O:12][C:13]3[CH:14]=[CH:15][C:16]([CH3:23])=[C:17]([CH:22]=3)[C:18]([O:20]C)=[O:19])[NH:9][C:8]=2[CH:24]=1>CO>[Cl:3][C:4]1[C:5]([C:25]2[CH:26]=[CH:27][C:28]([C:31]3[CH:36]=[CH:35][CH:34]=[C:33]([F:37])[CH:32]=3)=[CH:29][CH:30]=2)=[CH:6][C:7]2[N:11]=[C:10]([O:12][C:13]3[CH:14]=[CH:15][C:16]([CH3:23])=[C:17]([CH:22]=3)[C:18]([OH:20])=[O:19])[NH:9][C:8]=2[CH:24]=1 |f:0.1|. Reported procedure: NaOH (5M in water) (0.12 mL, 0.600 mmol) was added to a solution of methyl 5-{[6-chloro-5-(3′-fluorobiphenyl-4-yl)-1H-benzimidazol-2-yl]oxy}-2-methylbenzoate (8.5 mg, 0.017 mmol) in MeOH (1 mL). The reaction was stirred at 50° C. for 2 h. Volatiles were removed. The residue was partitioned between EtOAc and water. The aqueous phase was acidified to pH=1 with 2 N aqueous HCl and extracted with ethyl acetate (3×30 mL). Combined organics were dried (MgSO4), filtered and concentrated to obtain the d...